Task: describe an organic reaction: reactants, conditions, products, and yield. Dataset: the Open Reaction Database (ORD), a public repository of structured organic reaction records The reactants are C1(CC1)NC(C1=CC(=CC(=C1)CCCOC)CCCOC)=O (N-cyclopropyl-3,5-bis(3-methoxypropyl)benzamide), B.CSC (borane dimethylsulfide). Run in C1CCOC1 (THF). Run at time 45 minute. Product: COCCCC=1C=C(CNC2CC2)C=C(C1)CCCOC (N[3,5-Bis(3-methoxypropyl)benzyl]cyclopropanamine), amine. RXN SMILES: [CH:1]1([NH:4][C:5](=O)[C:6]2[CH:11]=[C:10]([CH2:12][CH2:13][CH2:14][O:15][CH3:16])[CH:9]=[C:8]([CH2:17][CH2:18][CH2:19][O:20][CH3:21])[CH:7]=2)[CH2:3][CH2:2]1.B.CSC>C1COCC1>[CH3:21][O:20][CH2:19][CH2:18][CH2:17][C:8]1[CH:7]=[C:6]([CH:11]=[C:10]([CH2:12][CH2:13][CH2:14][O:15][CH3:16])[CH:9]=1)[CH2:5][NH:4][CH:1]1[CH2:2][CH2:3]1 |f:1.2|. Procedure details: To a solution of N-cyclopropyl-3,5-bis(3-methoxypropyl)benzamide (1 eq.) from the previous step in THF (0.18 M) at 80° C. was added borane-dimethylsulfide (10 eq.). The reaction was distilled to about half volume and heated under reflux for 3 h. Then, the reaction was cooled to rt and slowly quenched with 10% HCl aqueous solution. The reaction was heated to reflex again and stirred for 45 min. After cooling to rt, the reaction was diluted with EtOAc and basified with aqueous NaOH solution (pH >1... Starting materials: BrC=1C=NC=C(C(=O)OC)C1 (methyl 5-bromonicotinate), FC(OC=1C=C(C=CC1)B(O)O)(F)F (3-(trifluoromethoxy)phenylboronic acid). The product is FC(OC=1C=C(C=CC1)C=1C=C(C=NC1)C(=O)OC)(F)F (Methyl 5-[3-(trifluoromethoxy)phenyl]pyridine-3-carboxylate). RXN SMILES: Br[C:2]1[CH:3]=[N:4][CH:5]=[C:6]([CH:11]=1)[C:7]([O:9][CH3:10])=[O:8].[F:12][C:13]([F:25])([F:24])[O:14][C:15]1[CH:16]=[C:17](B(O)O)[CH:18]=[CH:19][CH:20]=1>>[F:12][C:13]([F:24])([F:25])[O:14][C:15]1[CH:20]=[C:19]([C:2]2[CH:11]=[C:6]([C:7]([O:9][CH3:10])=[O:8])[CH:5]=[N:4][CH:3]=2)[CH:18]=[CH:17][CH:16]=1. Procedure details: 2.61 g (12.09 mmol) of methyl 5-bromonicotinate and 2.49 g (12.09 mmol) of 3-(trifluoromethoxy)phenylboronic acid were reacted according to the General Method 1A. Yield: 2.44 g (68% of theory)